Dataset: the Open Reaction Database (ORD), a public repository of structured organic reaction records. Task: describe an organic reaction: reactants, conditions, products, and yield The reactants are CC(=O)OCC1OC(OC(C)=O)C(N=[N+]=[N-])C(OC(C)=O)C1OC(C)=O, CC(C)(C)[Si](C)(C)Cl, C1CCOC1, Cc1ccccc1, CO, CCOC(C)=O, CCO, ClCCl, c1c[nH]cn1. Yields the product CC(=O)OCC1OC(O[Si](C)(C)C(C)(C)C)C(N=[N+]=[N-])C(OC(C)=O)C1OC(C)=O. Reaction SMILES: [C:1](=[O:2])([CH3:3])[O:4][CH:5]1[CH:6]([N:24]=[N+:25]=[N-:26])[CH:7]([O:8][C:9]([CH3:10])=[O:11])[CH:12]([O:13][C:14]([CH3:15])=[O:16])[CH:17]([CH2:19][O:20][C:21]([CH3:22])=[O:23])[O:18]1.[C:39]([CH3:40])([CH3:41])([CH3:42])[Si:43]([CH3:44])([CH3:45])[Cl:46].[CH2:47]1[O:48][CH2:49][CH2:50][CH2:51]1.[CH3:27][c:28]1[cH:29][cH:30][cH:31][cH:32][cH:33]1.[CH3:52][OH:53].[CH3:57][CH2:58][O:59][C:60]([CH3:61])=[O:62].[CH3:63][CH2:64][OH:65].[Cl:54][CH2:55][Cl:56].[nH:34]1[cH:35][cH:36][n:37][cH:38]1>>[O:4]([CH:5]1[CH:6]([N:24]=[N+:25]=[N-:26])[CH:7]([O:8][C:9]([CH3:10])=[O:11])[CH:12]([O:13][C:14]([CH3:15])=[O:16])[CH:17]([CH2:19][O:20][C:21]([CH3:22])=[O:23])[O:18]1)[Si:43]([C:39]([CH3:40])([CH3:41])[CH3:42])([CH3:44])[CH3:45].